From a dataset of the Open Reaction Database (ORD), a public repository of structured organic reaction records. describe an organic reaction: reactants, conditions, products, and yield Reactants: CC(=O)[O-], CC(=O)[O-], CO, O=c1nc(COc2ccc(Cl)cc2)cc[nH]1, [Cu+2], O, O, COc1cc(B(O)O)ccc1OCC(C)(C)O. The product is COc1cc(-n2ccc(COc3ccc(Cl)cc3)nc2=O)ccc1OCC(C)(C)O. Reaction SMILES: [C:38]([O-:39])(=[O:40])[CH3:41].[C:43]([O-:44])(=[O:45])[CH3:46].[CH3:34][OH:35].[Cl:1][c:2]1[cH:3][cH:4][c:5]([O:6][CH2:7][c:8]2[n:9][c:10](=[O:14])[nH:11][cH:12][cH:13]2)[cH:15][cH:16]1.[Cu+2:42].[OH2:36].[OH2:37].[OH:17][C:18]([CH2:19][O:20][c:21]1[c:22]([O:30][CH3:31])[cH:23][c:24]([B:27]([OH:28])[OH:29])[cH:25][cH:26]1)([CH3:32])[CH3:33]>>[Cl:1][c:2]1[cH:3][cH:4][c:5]([O:6][CH2:7][c:8]2[n:9][c:10](=[O:14])[n:11](-[c:24]3[cH:23][c:22]([O:30][CH3:31])[c:21]([O:20][CH2:19][C:18]([OH:17])([CH3:32])[CH3:33])[cH:26][cH:25]3)[cH:12][cH:13]2)[cH:15][cH:16]1.